From a dataset of the Open Reaction Database (ORD), a public repository of structured organic reaction records. describe an organic reaction: reactants, conditions, products, and yield The reactants are O=C([O-])[O-], Cc1ccc(C(=O)NC2CC2)cc1B1OC(C)(C)C(C)(C)O1, Cc1ccccc1-c1ccccc1P(C1CCCCC1)C1CCCCC1, CC1CCCCN1c1nncc2cc(Cl)ccc12, [K+], [K+], O=C(C=Cc1ccccc1)C=Cc1ccccc1, O=C(C=Cc1ccccc1)C=Cc1ccccc1, O=C(C=Cc1ccccc1)C=Cc1ccccc1, [Pd], [Pd]. Yields the product Cc1ccc(C(=O)NC2CC2)cc1-c1ccc2c(N3CCCCC3C)nncc2c1. Reaction SMILES: [C:41](=[O:42])([O-:43])[O-:44].[CH:19]1([NH:22][C:23]([c:24]2[cH:25][c:26]([B:31]3[O:32][C:33]([CH3:34])([CH3:35])[C:36]([CH3:37])([CH3:38])[O:39]3)[c:27]([CH3:30])[cH:28][cH:29]2)=[O:40])[CH2:20][CH2:21]1.[CH:47]1([P:48]([CH:49]2[CH2:50][CH2:51][CH2:52][CH2:53][CH2:54]2)[c:55]2[cH:56][cH:57][cH:58][cH:59][c:60]2-[c:61]2[cH:62][cH:63][cH:64][cH:65][c:66]2[CH3:67])[CH2:68][CH2:69][CH2:70][CH2:71][CH2:72]1.[Cl:1][c:2]1[cH:3][c:4]2[cH:5][n:6][n:7][c:8]([N:12]3[CH:13]([CH3:18])[CH2:14][CH2:15][CH2:16][CH2:17]3)[c:9]2[cH:10][cH:11]1.[K+:45].[K+:46].[O:111]=[C:112]([CH:113]=[CH:114][c:115]1[cH:116][cH:117][cH:118][cH:119][cH:120]1)[CH:121]=[CH:122][c:123]1[cH:124][cH:125][cH:126][cH:127][cH:128]1.[O:75]=[C:76]([CH:77]=[CH:78][c:79]1[cH:80][cH:81][cH:82][cH:83][cH:84]1)[CH:85]=[CH:86][c:87]1[cH:88][cH:89][cH:90][cH:91][cH:92]1.[O:93]=[C:94]([CH:95]=[CH:96][c:97]1[cH:98][cH:99][cH:100][cH:101][cH:102]1)[CH:103]=[CH:104][c:105]1[cH:106][cH:107][cH:108][cH:109][cH:110]1.[Pd:73].[Pd:74]>>[c:2]1(-[c:26]2[cH:25][c:24]([C:23]([NH:22][CH:19]3[CH2:20][CH2:21]3)=[O:40])[cH:29][cH:28][c:27]2[CH3:30])[cH:3][c:4]2[cH:5][n:6][n:7][c:8]([N:12]3[CH:13]([CH3:18])[CH2:14][CH2:15][CH2:16][CH2:17]3)[c:9]2[cH:10][cH:11]1. Reactants: CCCC(Cl)C1CN(Cc2ccccc2)C(=O)C1(Cl)Cl, CC(=O)O, C1CCOC1, O, [Zn]. Yields the product CCCC(Cl)C1CN(Cc2ccccc2)C(=O)C1Cl. As a reaction SMILES: [CH2:1]([c:2]1[cH:3][cH:4][cH:5][cH:6][cH:7]1)[N:8]1[C:9](=[O:20])[C:10]([Cl:18])([Cl:19])[CH:11]([CH:13]([CH2:14][CH2:15][CH3:16])[Cl:17])[CH2:12]1.[CH3:26][C:27](=[O:28])[OH:29].[O:21]1[CH2:22][CH2:23][CH2:24][CH2:25]1.[OH2:31].[Zn:30]>>[CH2:1]([c:2]1[cH:3][cH:4][cH:5][cH:6][cH:7]1)[N:8]1[C:9](=[O:20])[CH:10]([Cl:18])[CH:11]([CH:13]([CH2:14][CH2:15][CH3:16])[Cl:17])[CH2:12]1. Starting materials: CN1c2ccccc2NC(=O)c2cscc21, CN(C)C=O, ClCCN1CCCC1, Cl. Product: CN1c2cscc2C(=O)N(CCN2CCCC2)c2ccccc21. Reaction SMILES: [CH3:10][N:11]1[c:12]2[c:13]([cH:23][s:24][cH:25]2)[C:14](=[O:22])[NH:15][c:16]2[c:17]1[cH:18][cH:19][cH:20][cH:21]2.[CH3:26][N:27]([CH3:28])[CH:29]=[O:30].[Cl:2][CH2:3][CH2:4][N:5]1[CH2:6][CH2:7][CH2:8][CH2:9]1.[ClH:1]>>[CH2:3]([CH2:4][N:5]1[CH2:6][CH2:7][CH2:8][CH2:9]1)[N:15]1[C:14](=[O:22])[c:13]2[c:12]([cH:25][s:24][cH:23]2)[N:11]([CH3:10])[c:17]2[c:16]1[cH:21][cH:20][cH:19][cH:18]2. Starting materials: CO, CN(C)C=O, CN(C)c1ccncc1, ClCCl, Cl, O=C(NOCCO)c1cc(CNCCO)c(F)c(F)c1Nc1ccc(I)cc1F, O. Yields the product O=C1OCCN(Cc2cc(C(=O)NOCCO)c(Nc3ccc(I)cc3F)c(F)c2F)C1=O. RXN SMILES: [CH3:35][OH:36].[CH3:37][N:38]([CH:39]=[O:40])[CH3:41].[CH3:42][N:43]([CH3:44])[c:45]1[cH:46][cH:47][n:48][cH:49][cH:50]1.[Cl:32][CH2:33][Cl:34].[ClH:31].[F:1][c:2]1[c:3]([NH:21][c:22]2[c:23]([F:29])[cH:24][c:25]([I:28])[cH:26][cH:27]2)[c:4]([C:5](=[O:6])[NH:7][O:8][CH2:9][CH2:10][OH:11])[cH:12][c:13]([CH2:16][NH:17][CH2:18][CH2:19][OH:20])[c:14]1[F:15].[OH2:30]>>[F:1][c:2]1[c:3]([NH:21][c:22]2[c:23]([F:29])[cH:24][c:25]([I:28])[cH:26][cH:27]2)[c:4]([C:5](=[O:6])[NH:7][O:8][CH2:9][CH2:10][OH:11])[cH:12][c:13]([CH2:16][N:17]2[CH2:18][CH2:19][O:20][C:35](=[O:30])[C:39]2=[O:40])[c:14]1[F:15]. The reactants are C(C)N(CC1=NC=CC(=C1)C1=CC=2N(C=C1)C=CN2)CC (diethyl-(4-imidazo[1,2-a]pyridin-7-yl-pyridin-2-ylmethyl)-amine), dichlorobis(triphenylphosphine) palladium (II), BrC1=CC(=C(C=C1)N)F (4-bromo-2-fluoro-phenylamine), C(C)(=O)[O-].[K+] (potassium acetate). Solvent: CS(=O)C (DMSO). Run at temperature 100 celsius, time 14 hour. Yields the product C(C)N(CC)CC1=NC=CC(=C1)C1=CC=2N(C=C1)C(=CN2)C2=CC(=C(C=C2)N)F (4-[7-(2-Diethylaminomethyl-pyridin-4-yl)-imidazo[1,2-a]pyridin-3-yl]-2-fluoro-phenylamine). The yield is 20.6%. RXN SMILES: [CH2:1]([N:3]([CH2:20][CH3:21])[CH2:4][C:5]1[CH:10]=[C:9]([C:11]2[CH:16]=[CH:15][N:14]3[CH:17]=[CH:18][N:19]=[C:13]3[CH:12]=2)[CH:8]=[CH:7][N:6]=1)[CH3:2].Br[C:23]1[CH:28]=[CH:27][C:26]([NH2:29])=[C:25]([F:30])[CH:24]=1.C([O-])(=O)C.[K+]>CS(C)=O>[CH2:20]([N:3]([CH2:4][C:5]1[CH:10]=[C:9]([C:11]2[CH:16]=[CH:15][N:14]3[C:17]([C:23]4[CH:28]=[CH:27][C:26]([NH2:29])=[C:25]([F:30])[CH:24]=4)=[CH:18][N:19]=[C:13]3[CH:12]=2)[CH:8]=[CH:7][N:6]=1)[CH2:1][CH3:2])[CH3:21] |f:2.3|. Procedure: Combine diethyl-(4-imidazo[1,2-a]pyridin-7-yl-pyridin-2-ylmethyl)-amine (1.00 g, 3.57 mmol), 4-bromo-2-fluoro-phenylamine (1.36 g, 7.13 mmol) and potassium acetate (0.700 g, 7.13 mmol) in DMSO (4 mL). De-gas the mixture for 10 minutes with N2. Add dichlorobis(triphenylphosphine) palladium (II) (0.250 g, 0.357 mmol); stir the reaction mixture for 14 hours under N2 at 100° C. Purify using an SCX cartridge (10 g VARIAN bond elut), eluting with 1:1 methanol:dichloromethane, then 1:1 2 M NH3 in metha... Reaction SMILES: Br[C:2]1[C:21]([O:22][CH3:23])=[CH:20][C:5]2[NH:6][C:7](=[O:19])[CH2:8][N:9]=[C:10]([C:11]3[CH:12]=[C:13]([CH:16]=[CH:17][CH:18]=3)[C:14]#[N:15])[C:4]=2[CH:3]=1.C1(B(O)O)C=CC=CC=1.[CH3:33][O:34][C:35]1[CH:40]=[CH:39][CH:38]=[CH:37][C:36]=1B(O)O>>[CH3:23][O:22][C:21]1[C:2]([C:36]2[CH:37]=[CH:38][CH:39]=[CH:40][C:35]=2[O:34][CH3:33])=[CH:3][C:4]2[C:10]([C:11]3[CH:12]=[C:13]([CH:16]=[CH:17][CH:18]=3)[C:14]#[N:15])=[N:9][CH2:8][C:7](=[O:19])[NH:6][C:5]=2[CH:20]=1. Reactants: BrC1=CC2=C(NC(CN=C2C=2C=C(C#N)C=CC2)=O)C=C1OC (3-(7-bromo-8-methoxy-2-oxo-2,3-dihydro-1H-benzo[e][1,4]diazepin-5-yl)-benzonitrile), C1(=CC=CC=C1)B(O)O (benzene boronic acid), COC1=C(C=CC=C1)B(O)O (2-methoxy-benzene boronic acid). The yield is 88.0%. Procedure details: Prepared from 3-(7-bromo-8-methoxy-2-oxo-2,3-dihydro-1H-benzo[e][1,4]diazepin-5-yl)-benzonitrile Intermediate 5 using the same method described for Example 1 and instead of using benzene boronic acid, we used 2-methoxy-benzene boronic acid. The title compound (474 mg) was obtained as a pale yellow solid, (yield=88%). Yields the product COC=1C(=CC2=C(NC(CN=C2C=2C=C(C#N)C=CC2)=O)C1)C1=C(C=CC=C1)OC (3-[8-Methoxy-7-(2-methoxy-phenyl)-2-oxo-2,3-dihydro-1H-benzo[e][1,4]diazepin-5-yl]-benzonitrile).